Dataset: the Open Reaction Database (ORD), a public repository of structured organic reaction records. Task: describe an organic reaction: reactants, conditions, products, and yield The reactants are CO, COc1ccc2c(OCc3nnc4ccc(-c5ccc(C(NS(=O)C(C)(C)C)C(F)(F)F)c(Cl)c5)nn34)ccnc2c1, Cl. The product is COc1ccc2c(OCc3nnc4ccc(-c5ccc(C(N)C(F)(F)F)c(Cl)c5)nn34)ccnc2c1. RXN SMILES: [CH3:43][OH:44].[Cl:1][c:2]1[c:3]([CH:31]([C:32]([F:33])([F:34])[F:35])[NH:36][S:37]([C:38]([CH3:39])([CH3:40])[CH3:41])=[O:42])[cH:4][cH:5][c:6](-[c:8]2[cH:9][cH:10][c:11]3[n:12]([n:13]2)[c:14]([CH2:17][O:18][c:19]2[cH:20][cH:21][n:22][c:23]4[cH:24][c:25]([O:29][CH3:30])[cH:26][cH:27][c:28]24)[n:15][n:16]3)[cH:7]1.[ClH:45]>>[Cl:1][c:2]1[c:3]([CH:31]([C:32]([F:33])([F:34])[F:35])[NH2:36])[cH:4][cH:5][c:6](-[c:8]2[cH:9][cH:10][c:11]3[n:12]([n:13]2)[c:14]([CH2:17][O:18][c:19]2[cH:20][cH:21][n:22][c:23]4[cH:24][c:25]([O:29][CH3:30])[cH:26][cH:27][c:28]24)[n:15][n:16]3)[cH:7]1. The reactants are N#N (N2), ClC=1C=C(C=CC1)C1(CCNC(O1)=O)C (6-(3-chlorophenyl)-6-methyl-1,3-oxazinan-2-one), BrC1=NC(=CC=C1)N1CCCCC1 (2-bromo-6-piperidinopyridine), C(=O)([O-])[O-].[K+].[K+] (K2CO3). Reagents/catalysts: [Cu]I (CuI). The solvent is C(Cl)Cl (CH2Cl2), C(Cl)Cl (CH2Cl2). Conditions: temperature 130 celsius. Yields the product ClC=1C=C(C=CC1)C1(CCN(C(O1)=O)C1=NC(=CC=C1)N1CCCCC1)C (6-(3-chlorophenyl)-6-methyl-3-(6-(piperidin-1-yl)pyridin-2-yl)-1,3-oxazinan-2-one). Isolated yield 43.2%. Reaction SMILES: [Cl:1][C:2]1[CH:3]=[C:4]([C:8]2([CH3:15])[O:13][C:12](=[O:14])[NH:11][CH2:10][CH2:9]2)[CH:5]=[CH:6][CH:7]=1.Br[C:17]1[CH:22]=[CH:21][CH:20]=[C:19]([N:23]2[CH2:28][CH2:27][CH2:26][CH2:25][CH2:24]2)[N:18]=1.C([O-])([O-])=O.[K+].[K+].N#N>[Cu]I.C(Cl)Cl>[Cl:1][C:2]1[CH:3]=[C:4]([C:8]2([CH3:15])[O:13][C:12](=[O:14])[N:11]([C:17]3[CH:22]=[CH:21][CH:20]=[C:19]([N:23]4[CH2:28][CH2:27][CH2:26][CH2:25][CH2:24]4)[N:18]=3)[CH2:10][CH2:9]2)[CH:5]=[CH:6][CH:7]=1 |f:2.3.4|. Procedure details: A mixture of 6-(3-chlorophenyl)-6-methyl-1,3-oxazinan-2-one (28 mg, 0.12 mmol), 2-bromo-6-piperidinopyridine (33 mg, 0.14 mmol), CuI (7 mg, 0.037 mmol), powdered K2CO3 (19 mg, 0.14 mmol) and CH2Cl2 (0.25 mL) was heated to 130 C under a stream of N2 such that the CH2Cl2 evaporated. The vessel was sealed and the mixture was heated at 130° C. for 1 h under N2. The residue was dissolved in MeCN (0.5 mL) and DMSO (0.5 mL) and purified by prep HPLC to afford 6-(3-chlorophenyl)-6-methyl-3-(6-(piperidin... Starting materials: COC1=CC=C2C=CC=C(C2=C1)CC(=O)N (7-methoxy-1-naphthaleneacetamide), C1CCOC1 (THF), FC(C(=O)OC(C(F)(F)F)=O)(F)F (Trifluoroacetic anhydride). The solvent is C(C)N(CC)CC (triethylamine). Conditions: time 2 hour. The product is COC1=CC=C2C=CC=C(C2=C1)CC#N (7-methoxy-1-naphthaleneacetonitrile). Isolated yield 101.9%. As a reaction SMILES: [CH3:1][O:2][C:3]1[CH:12]=[C:11]2[C:6]([CH:7]=[CH:8][CH:9]=[C:10]2[CH2:13][C:14]([NH2:16])=O)=[CH:5][CH:4]=1.C1COCC1.FC(F)(F)C(OC(=O)C(F)(F)F)=O>C(N(CC)CC)C>[CH3:1][O:2][C:3]1[CH:12]=[C:11]2[C:6]([CH:7]=[CH:8][CH:9]=[C:10]2[CH2:13][C:14]#[N:16])=[CH:5][CH:4]=1. Reported procedure: 30 g 7-methoxy-1-naphthaleneacetamide, 120 ml THF and 35.7 g triethylamine were added into reaction flask. The mixture was stirred and cooled with external ice saline bath. Trifluoroacetic anhydride was slowly added in drops. After completion of addition, it was stirred for further 15 min. Then, the ice bath was removed and stirring was carried out for 2 h at room temperature. After completion of the reaction, the reaction solution was evaporated. Subsequently, 200 ml water was added and the sol...